From a dataset of the Open Reaction Database (ORD), a public repository of structured organic reaction records. describe an organic reaction: reactants, conditions, products, and yield The reactants are OO (hydrogen peroxide), S(=O)([O-])[O-].[Na+].[Na+] (sodium sulfite), solution, C(C1=CC=CC=C1)[C@H]1N(C(OC1)=O)C([C@H](C[C@@H]1CN(CC1)C(=O)OC(C)(C)C)C1=CC=C(C=C1)S(=O)(=O)C1CC1)=O ((S)-tert-Butyl 3-((R)-3-((R)-4-benzyl-2-oxooxazolidin-3-yl)-2-(4-(cyclopropylsulfonyl)phenyl)-3-oxopropyl)pyrrolidine-1-carboxylate), [OH-].[Li+] (lithium hydroxide). Run in O1CCCC1 (tetrahydrofuran), O (water). Reaction conditions: time 1 hour. Product: C1(CC1)S(=O)(=O)C1=CC=C(C=C1)C(C(=O)O)C (2-(4-(cyclopropylsulfonyl)phenyl)propanoic acid). The yield is 85.0%. As a reaction SMILES: C([C@@H]1COC(=O)N1[C:14](=[O:41])[C@@H:15]([C:29]1[CH:34]=[CH:33][C:32]([S:35]([CH:38]2[CH2:40][CH2:39]2)(=[O:37])=[O:36])=[CH:31][CH:30]=1)[CH2:16][C@H]1CCN(C(OC(C)(C)C)=O)C1)C1C=CC=CC=1.[OH-].[Li+].OO.S([O-])([O-])=[O:47].[Na+].[Na+]>O1CCCC1.O>[CH:38]1([S:35]([C:32]2[CH:31]=[CH:30][C:29]([CH:15]([CH3:16])[C:14]([OH:41])=[O:47])=[CH:34][CH:33]=2)(=[O:36])=[O:37])[CH2:39][CH2:40]1 |f:1.2,4.5.6|. Procedure: (S)-tert-Butyl 3-((R)-3-((R)-4-benzyl-2-oxooxazolidin-3-yl)-2-(4-(cyclopropylsulfonyl)phenyl)-3-oxopropyl)pyrrolidine-1-carboxylate (1.38 g, 2.36 mmol) was dissolved in a mixed solvent of tetrahydrofuran and water (3: 1, 12.8 mL), and an aqueous solution (1.9 mL) consisting of lithium hydroxide (113 mg, 4.72 mmol) and a hydrogen peroxide solution (30%, 1.10 mL) was added to the above obtained solution under ice-cold condition. The obtained mixture was stirred for 1 hour. Thereafter, an aqueous s... The reactants are O1CCOCC1 (1,4-dioxane), BrC1=CC=C(C(=N1)Cl)I (6-bromo-2-chloro-3-iodopyridine), C(C)O/C=C/B1OC(C(O1)(C)C)(C)C ((E)-2-(2-ethoxyvinyl)-4,4,5,5-tetramethyl-1,3,2-dioxaborolane), C([O-])([O-])=O.[Cs+].[Cs+] (cesium carbonate). The reagents and catalysts are C1=CC=C(C=C1)P([C-]2C=CC=C2)C3=CC=CC=C3.C1=CC=C(C=C1)P([C-]2C=CC=C2)C3=CC=CC=C3.Cl[Pd]Cl.[Fe+2] ([1,1′-bis(diphenylphosphino)ferrocene]dichloropalladium(II)). The solvent is O (H2O). Reaction conditions: temperature 73 celsius. The product is BrC1=CC=C(C(=N1)Cl)\C=C\OCC ((E)-6-bromo-2-chloro-3-(2-ethoxyvinyl)pyridine). As a reaction SMILES: [Br:1][C:2]1[N:7]=[C:6]([Cl:8])[C:5](I)=[CH:4][CH:3]=1.[CH2:10]([O:12]/[CH:13]=[CH:14]/B1OC(C)(C)C(C)(C)O1)[CH3:11].C(=O)([O-])[O-].[Cs+].[Cs+].O1CCOCC1>C1C=CC(P(C2C=CC=CC=2)[C-]2C=CC=C2)=CC=1.C1C=CC(P(C2C=CC=CC=2)[C-]2C=CC=C2)=CC=1.Cl[Pd]Cl.[Fe+2].O>[Br:1][C:2]1[N:7]=[C:6]([Cl:8])[C:5](/[CH:11]=[CH:10]/[O:12][CH2:13][CH3:14])=[CH:4][CH:3]=1 |f:2.3.4,6.7.8.9|. Reported procedure: To a mixture of 6-bromo-2-chloro-3-iodopyridine (8.0 g, 25.1 mmol), (E)-2-(2-ethoxyvinyl)-4,4,5,5-tetramethyl-1,3,2-dioxaborolane (4.98 g, 25.1 mmol), cesium carbonate (16.38 g, 50.3 mmol), and [1,1′-bis(diphenylphosphino)ferrocene]dichloropalladium(II) (2.052, 2.51 mmol) was added 1,4-dioxane (100 mL) and H2O (10 mL). A steady stream of N2 was bubbled through the reaction mixture for 15 minutes then the mixture was heated to 73° C. for 20 h. The mixture was cooled to ambient temperature, dilute... Starting materials: C(CCCCCCCCCCCCCCCCC)(=O)O (Stearic acid), [O-2].[Mg+2] (magnesium oxide). Run in O (water). Yields the product C(CCCCCCCCCCCCCCCCC)(=O)[O-].[Mg+2].C(CCCCCCCCCCCCCCCCC)(=O)[O-] (magnesium stearate). RXN SMILES: [C:1]([OH:20])(=[O:19])[CH2:2][CH2:3][CH2:4][CH2:5][CH2:6][CH2:7][CH2:8][CH2:9][CH2:10][CH2:11][CH2:12][CH2:13][CH2:14][CH2:15][CH2:16][CH2:17][CH3:18].[O-2].[Mg+2:22]>O>[C:1]([O-:20])(=[O:19])[CH2:2][CH2:3][CH2:4][CH2:5][CH2:6][CH2:7][CH2:8][CH2:9][CH2:10][CH2:11][CH2:12][CH2:13][CH2:14][CH2:15][CH2:16][CH2:17][CH3:18].[Mg+2:22].[C:1]([O-:20])(=[O:19])[CH2:2][CH2:3][CH2:4][CH2:5][CH2:6][CH2:7][CH2:8][CH2:9][CH2:10][CH2:11][CH2:12][CH2:13][CH2:14][CH2:15][CH2:16][CH2:17][CH3:18] |f:1.2,4.5.6|. Procedure: Stearic acid and magnesium oxide were reacted to yield a reaction product of magnesium stearate, water and an excess of magnesium oxide. To this end 50 grams of 60-70 micron, technical grade (95% purity) magnesium oxide, known to exhibit medium reactivity with stearic acid, was introduced into the open-topped reactor. Reactants: NC=1NC(=NN1)N(CCCO)C1=CC(=C(C=C1)F)F (3-((5-amino-4H-1,2,4-triazol-3-yl)(3,4-difluorophenyl)amino)propan-1-ol), C1(=CC=CC=C1)P(C1=CC=CC=C1)C1=CC=CC=C1 (triphenylphosphine), CCOC(=O)/N=N/C(=O)OCC (DEAD), CCOC(=O)/N=N/C(=O)OCC (DEAD), O (Water). The solvent is O1CCCC1 (tetrahydrofurane). Reaction conditions: time 15 minute. Yields the product FC=1C=C(C=CC1F)N1C=2N(CCC1)N=C(N2)N (4-(3,4-Difluoro-phenyl)-4,5,6,7-tetrahydro-[1,2,4]triazolo[1,5-a]pyrimidin-2-ylamine), solid. Isolated yield 48.0%. As a reaction SMILES: [NH2:1][C:2]1[NH:3][C:4]([N:7]([C:12]2[CH:17]=[CH:16][C:15]([F:18])=[C:14]([F:19])[CH:13]=2)[CH2:8][CH2:9][CH2:10]O)=[N:5][N:6]=1.CCOC(/N=N/C(OCC)=O)=O.C1(P(C2C=CC=CC=2)C2C=CC=CC=2)C=CC=CC=1.O>O1CCCC1>[F:19][C:14]1[CH:13]=[C:12]([N:7]2[CH2:8][CH2:9][CH2:10][N:5]3[N:6]=[C:2]([NH2:1])[N:3]=[C:4]23)[CH:17]=[CH:16][C:15]=1[F:18]. Procedure details: To a solution of 3-((5-amino-4H-1,2,4-triazol-3-yl)(3,4-difluorophenyl)amino)propan-1-ol (31 mg, 115 μmol) in tetrahydrofurane (1.15 mL) was added at 0° C. under an atmosphere of nitrogen triphenylphosphine (45.3 mg, 173 μmol). The reaction was stirred for 15 minutes and then DEAD (31.0 mg, 28.2 μL, 173 μmol) was added. The reaction was stirred for 30 minutes at 0° C. and then at room temperature over night. The same procedure was repeated with additional triphenylphosphine (45.3 mg, 173 μmol) a... Starting materials: C1COCCN1, C1CCOC1, O=C(O)c1cc([N+](=O)[O-])ccc1F. Yields the product O=C(O)c1cc([N+](=O)[O-])ccc1N1CCOCC1. Reaction SMILES: [CH2:14]1[CH2:15][O:16][CH2:17][CH2:18][NH:19]1.[CH2:20]1[O:21][CH2:22][CH2:23][CH2:24]1.[F:1][c:2]1[c:3]([C:4](=[O:5])[OH:6])[cH:7][c:8]([N+:11](=[O:12])[O-:13])[cH:9][cH:10]1>>[c:2]1([N:19]2[CH2:14][CH2:15][O:16][CH2:17][CH2:18]2)[c:3]([C:4](=[O:5])[OH:6])[cH:7][c:8]([N+:11](=[O:12])[O-:13])[cH:9][cH:10]1. Reactants: O=C1CC(OC2=C1C=CC(=C2CCC)OCCCOC2=CC(=CC=C2)C(F)(F)F)(CCC(=O)OCC)CCC(=O)OCC (diethyl 3,4-dihydro-4-oxo-8-propyl-7-[3-[3-(trifluoromethyl)phenoxy]propoxy]-2H-1-benzopyran-2,2-dipropanoate), ClC1=CC=C(OCCCOC2=C(C3=C(C(CC(O3)(CCC(=O)OCC)CCC(=O)OCC)=O)C=C2)CCC)C=C1 (diethyl 3,4-dihydro-7-[3-(4-chlorophenoxy)propoxy]-4-oxo-8-propyl-2H-1-benzopyran-2,2-dipropanoate). The solvent is C(C)OCC (diethyl ether). The product is O=C1CC(OC2=C1C=CC(=C2CCC)OCCCOC2=CC(=CC=C2)C(F)(F)F)(CCC(=O)O)CCC(=O)O (3,4-dihydro-4-oxo-8-propyl-7-[3-[3-(trifluoromethyl)phenoxy]propoxy]-2H-1-benzopyran-2,2-dipropanoic acid). The yield is 60.4%. As a reaction SMILES: [O:1]=[C:2]1[C:7]2[CH:8]=[CH:9][C:10]([O:15][CH2:16][CH2:17][CH2:18][O:19][C:20]3[CH:25]=[CH:24][CH:23]=[C:22]([C:26]([F:29])([F:28])[F:27])[CH:21]=3)=[C:11]([CH2:12][CH2:13][CH3:14])[C:6]=2[O:5][C:4]([CH2:37][CH2:38][C:39]([O:41]CC)=[O:40])([CH2:30][CH2:31][C:32]([O:34]CC)=[O:33])[CH2:3]1.ClC1C=CC(OCCCOC2C=CC3C(=O)CC(CCC(OCC)=O)(CCC(OCC)=O)OC=3C=2CCC)=CC=1>C(OCC)C>[O:1]=[C:2]1[C:7]2[CH:8]=[CH:9][C:10]([O:15][CH2:16][CH2:17][CH2:18][O:19][C:20]3[CH:25]=[CH:24][CH:23]=[C:22]([C:26]([F:29])([F:27])[F:28])[CH:21]=3)=[C:11]([CH2:12][CH2:13][CH3:14])[C:6]=2[O:5][C:4]([CH2:37][CH2:38][C:39]([OH:41])=[O:40])([CH2:30][CH2:31][C:32]([OH:34])=[O:33])[CH2:3]1. Procedure: The title compound was prepared by the method of Example 22 except that the title product of Example 36 (487 mg) was substituted for the title product of Example 21. Trituration with diethyl ether produced 267 mg of the titled compound as a solid, m.p. 129°-129.5° C. Starting materials: ClCC(=O)NC=1C=C2C=NNC2=CC1 (2-chloro-N-(1H-indazol-5-yl)-acetamide), C(C1=CC=CC=C1)C1CCNCC1 (4-benzyl-piperidine). The solvent is C(C)OCC (diethylether). Yields the product C(C1=CC=CC=C1)C1CCN(CC1)CC(=O)NC=1C=C2C=NNC2=CC1 (2-(4-Benzyl-piperidin-1-yl)-N-(1H-indazol-5-yl)-acetamide). RXN SMILES: Cl[CH2:2][C:3]([NH:5][C:6]1[CH:7]=[C:8]2[C:12](=[CH:13][CH:14]=1)[NH:11][N:10]=[CH:9]2)=[O:4].[CH2:15]([CH:22]1[CH2:27][CH2:26][NH:25][CH2:24][CH2:23]1)[C:16]1[CH:21]=[CH:20][CH:19]=[CH:18][CH:17]=1>C(OCC)C>[CH2:15]([CH:22]1[CH2:27][CH2:26][N:25]([CH2:2][C:3]([NH:5][C:6]2[CH:7]=[C:8]3[C:12](=[CH:13][CH:14]=2)[NH:11][N:10]=[CH:9]3)=[O:4])[CH2:24][CH2:23]1)[C:16]1[CH:21]=[CH:20][CH:19]=[CH:18][CH:17]=1. Procedure: The title compound is prepared from 2-chloro-N-(1H-indazol-5-yl)-acetamide and 4-benzyl-piperidine (Aldrich) according to the method described in Example 142b. Melting Point: 170-174° C. (diethylether) Starting materials: [Si](C1=CC=CC=C1)(C1=CC=CC=C1)(C(C)(C)C)OCC1=CC=C(C(=C1N1C[C@H](O[C@H](C1)C)C)F)F ((2R,6S)-4-[6-({[tert-Butyl(diphenyl)silyl]oxy}methyl)-2,3-difluorophenyl]-2,6-dimethylmorpholine), [Si](C1=CC=CC=C1)(C1=CC=CC=C1)(C(C)(C)C)OCC1=CC=C(C(=C1N1C[C@H](O[C@H](C1)C)C)F)F ((2R,6S)-4-[6-({[tert-Butyl(diphenyl)silyl]oxy}methyl)-2,3-difluorophenyl]-2,6-dimethylmorpholine), FC1=C(C(=O)N(C)OC)C=CC=C1 (2-fluoro-N-methoxy-N-methylbenzamide). Yields the product [Si](C1=CC=CC=C1)(C1=CC=CC=C1)(C(C)(C)C)OCC=1C(=C(C(=C(C1)C(=O)C1=C(C=CC=C1)F)F)F)N1C[C@H](O[C@H](C1)C)C ((5-((tert-butyldiphenylsilyloxy)methyl)-4-((2R,6S)-2,6-dimethylmorpholino)-2,3-difluorophenyl)(2-fluorophenyl)methanone). RXN SMILES: [Si:1]([O:18][CH2:19][C:20]1[C:25]([N:26]2[CH2:31][C@H:30]([CH3:32])[O:29][C@H:28]([CH3:33])[CH2:27]2)=[C:24]([F:34])[C:23]([F:35])=[CH:22][CH:21]=1)([C:14]([CH3:17])([CH3:16])[CH3:15])([C:8]1[CH:13]=[CH:12][CH:11]=[CH:10][CH:9]=1)[C:2]1[CH:7]=[CH:6][CH:5]=[CH:4][CH:3]=1.[F:36][C:37]1[CH:48]=[CH:47][CH:46]=[CH:45][C:38]=1[C:39](N(OC)C)=[O:40]>>[Si:1]([O:18][CH2:19][C:20]1[C:25]([N:26]2[CH2:31][C@H:30]([CH3:32])[O:29][C@H:28]([CH3:33])[CH2:27]2)=[C:24]([F:34])[C:23]([F:35])=[C:22]([C:39]([C:38]2[CH:45]=[CH:46][CH:47]=[CH:48][C:37]=2[F:36])=[O:40])[CH:21]=1)([C:14]([CH3:16])([CH3:17])[CH3:15])([C:2]1[CH:7]=[CH:6][CH:5]=[CH:4][CH:3]=1)[C:8]1[CH:13]=[CH:12][CH:11]=[CH:10][CH:9]=1. Reported procedure: Starting materials: (2R,6S)-4-(6-((tert-butyldiphenylsilyloxy)methyl)-2,3-difluorophenyl)-2,6-dimethylmorpholine (Intermediate 3) and 2-fluoro-N-methoxy-N-methylbenzamide. Reactants: C(=O)(O)C=1C=CC2=C(N=C(O2)C)C1 (5-Carboxy-2-methylbenzoxazole), COS(=O)(=O)C1=CC=C(C=C1)C (methyl-p-toluenesulfonate). The solvent is CC(=O)C (Acetone). Conditions: temperature 200 celsius, time 10 minute. The product is C1(=CC=C(C=C1)S(=O)(=O)[O-])C.C(=O)(O)C=1C=CC2=C([N+](=C(O2)C)C)C1 (5-carboxy-2,3-dimethylbenzoxazolium p-toluene-sulfonate). The yield is 50.9%. As a reaction SMILES: [C:1]([C:4]1[CH:5]=[CH:6][C:7]2[O:11][C:10]([CH3:12])=[N:9][C:8]=2[CH:13]=1)([OH:3])=[O:2].[CH3:14][O:15][S:16]([C:19]1[CH:24]=[CH:23][C:22]([CH3:25])=[CH:21][CH:20]=1)(=[O:18])=[O:17]>CC(C)=O>[C:22]1([CH3:25])[CH:21]=[CH:20][C:19]([S:16]([O-:18])(=[O:15])=[O:17])=[CH:24][CH:23]=1.[C:1]([C:4]1[CH:5]=[CH:6][C:7]2[O:11][C:10]([CH3:12])=[N+:9]([CH3:14])[C:8]=2[CH:13]=1)([OH:3])=[O:2] |f:3.4|. Procedure: 5-Carboxy-2-methylbenzoxazole (8.9 g) and methyl-p-toluenesulfonate (11.16 g) were combined and heated to 200° C. with stirring for 10 minutes. The mixture became a brown liquid and mild boiling occurred. The reaction was cooled to room temperature and the liquid solidified. Acetone (50 ml) was added, and with constant heating at reflux, the product was broken up with a spatula. The resulting slurry was heated at reflux for 15 minutes with rapid stirring and the off-white product was collected b...